From a dataset of the Open Reaction Database (ORD), a public repository of structured organic reaction records. describe an organic reaction: reactants, conditions, products, and yield Starting materials: O(C1=CC=CC=C1)C1=CC=C(C=C1)O (p-phenoxyphenol), CCOCC (ether), [OH-].[K+] (potassium hydroxide), ClC=1C=C(C=CC1)C1=CC(=CC=C1)OC1=CC(=CC=C1)OC1=CC=CC=C1 (3-chloro-3'-(m-phenoxyphenoxy)-biphenyl). The solvent is COCCOCCOC (diglyme). Reaction conditions: temperature 150 celsius, time 45 minute. Product: O(C1=CC=CC=C1)C=1C=C(OC=2C=C(C=CC2)C2=CC(=CC=C2)OC2=CC=C(C=C2)OC2=CC=CC=C2)C=CC1 (3-(m-phenoxyphenoxy)-3'-(p-phenoxyphenoxy)biphenyl). Reaction SMILES: [O:1]([C:8]1[CH:13]=[CH:12][C:11]([OH:14])=[CH:10][CH:9]=1)[C:2]1[CH:7]=[CH:6][CH:5]=[CH:4][CH:3]=1.[OH-].[K+].Cl[C:18]1[CH:19]=[C:20]([C:24]2[CH:29]=[CH:28][CH:27]=[C:26]([O:30][C:31]3[CH:36]=[CH:35][CH:34]=[C:33]([O:37][C:38]4[CH:43]=[CH:42][CH:41]=[CH:40][CH:39]=4)[CH:32]=3)[CH:25]=2)[CH:21]=[CH:22][CH:23]=1.CCOCC>COCCOCCOC>[O:37]([C:33]1[CH:32]=[C:31]([CH:36]=[CH:35][CH:34]=1)[O:30][C:26]1[CH:25]=[C:24]([C:20]2[CH:21]=[CH:22][CH:23]=[C:18]([O:14][C:11]3[CH:10]=[CH:9][C:8]([O:1][C:2]4[CH:7]=[CH:6][CH:5]=[CH:4][CH:3]=4)=[CH:13][CH:12]=3)[CH:19]=2)[CH:29]=[CH:28][CH:27]=1)[C:38]1[CH:43]=[CH:42][CH:41]=[CH:40][CH:39]=1 |f:1.2|. Procedure: A 250 ml. reaction flask equipped with stirrer, dropping funnel, thermometer, and Dean-Stark trap surmounted by a Friedrichs condenser, was charged with 200 g. (1.07 moles) of p-phenoxyphenol, and 34.9 g. (0.567 mole) of potassium hydroxide was added in increments at 90°C. To the resulting melt was added 50 ml. of toluene and the theoretical amount of water azeotroped from the reaction mixture followed by removal of toluene up to 230°C. On cooling to 150°C., the reaction mixture was diluted with... Reactants: ClC=1N=CC2=CC=CC=C2C1 (3-chloroisoquinoline), NC=1N=C(C(=NC1)C#N)OC(CN(C)C)C (5-amino-3-(1-(dimethylamino)propan-2-yloxy)pyrazine-2-carbonitrile), CC(C)([O-])C.[Na+] (sodium tert-butoxide), (±)-2,2″-bis(diphenylphosphino)-1,1″-binaphthalene, CC=1C=CC(=CC1)S(=O)(=O)O (TsOH). Reagents/catalysts: C(C)(=O)[O-].[Pd+2].C(C)(=O)[O-] (palladium (II) acetate). Solvent: CN(C)C=O (DMF), C1(=CC=CC=C1)C (toluene). Conditions: temperature 140 celsius, time 10 minute. Product: CN(CC(C)OC=1C(=NC=C(N1)NC=1N=CC2=CC=CC=C2C1)C#N)C (3-(1-(Dimethylamino)propan-2-yloxy)-5-(isoquinolin-3-ylamino)pyrazine-2-carbonitrile). The yield is 7.2%. Reaction SMILES: Cl[C:2]1[N:3]=[CH:4][C:5]2[C:10]([CH:11]=1)=[CH:9][CH:8]=[CH:7][CH:6]=2.[NH2:12][C:13]1[N:14]=[C:15]([O:21][CH:22]([CH3:27])[CH2:23][N:24]([CH3:26])[CH3:25])[C:16]([C:19]#[N:20])=[N:17][CH:18]=1.CC(C)([O-])C.[Na+].CC1C=CC(S(O)(=O)=O)=CC=1>C1(C)C=CC=CC=1.CN(C=O)C.C([O-])(=O)C.[Pd+2].C([O-])(=O)C>[CH3:26][N:24]([CH3:25])[CH2:23][CH:22]([O:21][C:15]1[C:16]([C:19]#[N:20])=[N:17][CH:18]=[C:13]([NH:12][C:2]2[N:3]=[CH:4][C:5]3[C:10]([CH:11]=2)=[CH:9][CH:8]=[CH:7][CH:6]=3)[N:14]=1)[CH3:27] |f:2.3,7.8.9|. Procedure: A mixture of palladium (II) acetate (24 mg, 0.11 mmol) and (±)-2,2″-bis(diphenylphosphino)-1,1″-binaphthalene (140 mg, 0.22 mmol) in toluene (2 mL) was degassed under a stream of nitrogen gas with stirring for 10 minutes. After addition of 3-chloroisoquinoline (59 mg, 0.36 mmol), 5-amino-3-(1-(dimethylamino)propan-2-yloxy)pyrazine-2-carbonitrile (80 mg, 0.36 mmol) in DMF (0.5 mL), and sodium tert-butoxide (42 mg, 0.43 mmol), the mixture was degassed for a further 5 minutes and then heated at 140... Starting materials: [C-]#N, CC(=O)N1CCc2c(C)c(CCl)c(C)c(NC(=O)C(C)(C)C)c21, CC#N, [Na+], C1COCCOCCOCCOCCOCCO1. Yields the product CC(=O)N1CCc2c(C)c(CC#N)c(C)c(NC(=O)C(C)(C)C)c21. Reaction SMILES: [C-:24]#[N:25].[C:1]([CH3:2])(=[O:3])[N:4]1[CH2:5][CH2:6][c:7]2[c:8]([CH3:23])[c:9]([CH2:21][Cl:22])[c:10]([CH3:20])[c:11]([NH:13][C:14]([C:15]([CH3:16])([CH3:17])[CH3:18])=[O:19])[c:12]21.[CH3:45][C:46]#[N:47].[Na+:26].[O:27]1[CH2:28][CH2:29][O:30][CH2:31][CH2:32][O:33][CH2:34][CH2:35][O:36][CH2:37][CH2:38][O:39][CH2:40][CH2:41][O:42][CH2:43][CH2:44]1>>[C:1]([CH3:2])(=[O:3])[N:4]1[CH2:5][CH2:6][c:7]2[c:8]([CH3:23])[c:9]([CH2:21][C:24]#[N:25])[c:10]([CH3:20])[c:11]([NH:13][C:14]([C:15]([CH3:16])([CH3:17])[CH3:18])=[O:19])[c:12]21. Reactants: FC1=CC=C(CC2CCN(CC2)C(C(=O)O)=O)C=C1 ([4-(4-fluoro-benzyl)-piperidine-1-yl]-oxo-acetic acid), [N+](=O)([O-])C1=CC=C(N)C=C1 (4-nitro-aniline). The solvent is C(C)OCC (diethylether). Yields the product FC1=CC=C(CC2CCN(CC2)C(C(=O)NC2=CC=C(C=C2)[N+](=O)[O-])=O)C=C1 (2-[4-(4-Fluoro-benzyl)-piperidin-1-yl]-N-(4-nitro-phenyl)-2-oxo-acetamide). Reaction SMILES: [F:1][C:2]1[CH:19]=[CH:18][C:5]([CH2:6][CH:7]2[CH2:12][CH2:11][N:10]([C:13](=[O:17])[C:14]([OH:16])=O)[CH2:9][CH2:8]2)=[CH:4][CH:3]=1.[N+:20]([C:23]1[CH:29]=[CH:28][C:26]([NH2:27])=[CH:25][CH:24]=1)([O-:22])=[O:21]>C(OCC)C>[F:1][C:2]1[CH:3]=[CH:4][C:5]([CH2:6][CH:7]2[CH2:8][CH2:9][N:10]([C:13](=[O:17])[C:14]([NH:27][C:26]3[CH:28]=[CH:29][C:23]([N+:20]([O-:22])=[O:21])=[CH:24][CH:25]=3)=[O:16])[CH2:11][CH2:12]2)=[CH:18][CH:19]=1. Procedure details: The title compound is prepared from [4-(4-fluoro-benzyl)-piperidine-1-yl]-oxo-acetic acid (Example 1b) and 4-nitro-aniline (Aldrich) according to the method described in Example 1c. Melting Point: 157-159° C. (diethylether) The reactants are Clc1ccc2c(Cl)ccnc2c1, Cl, Cc1cccc(C(=O)O)c1N. The product is Cc1cccc(C(=O)O)c1Nc1ccnc2cc(Cl)ccc12. Reaction SMILES: [Cl:1][c:2]1[cH:3][cH:4][n:5][c:6]2[cH:7][c:8]([Cl:12])[cH:9][cH:10][c:11]12.[ClH:24].[NH2:13][c:14]1[c:15]([C:16](=[O:17])[OH:18])[cH:19][cH:20][cH:21][c:22]1[CH3:23]>>[c:2]1([NH:13][c:14]2[c:15]([C:16](=[O:17])[OH:18])[cH:19][cH:20][cH:21][c:22]2[CH3:23])[cH:3][cH:4][n:5][c:6]2[cH:7][c:8]([Cl:12])[cH:9][cH:10][c:11]12.